Dataset: the Open Reaction Database (ORD), a public repository of structured organic reaction records. Task: describe an organic reaction: reactants, conditions, products, and yield The reactants are Cl.BrC1=CC=NC=C1 (4-bromopyridine hydrochloride), [OH-].[K+] (potassium hydroxide), [Li]CCCC (n-BuLi), solution, ClCC(C)=O (chloroacetone). Run in C(C)(=O)O (acetic acid), CCCCCC (hexane), CCOCC (ether), CCOCC (ether). Run at time 1 hour. Product: N1=CC=C(C=C1)C(CCl)(C)O (2-(4-pyridyl)-2-hydroxypropylchloride), solid. As a reaction SMILES: Cl.Br[C:3]1[CH:8]=[CH:7][N:6]=[CH:5][CH:4]=1.[OH-].[K+].[Li]CCCC.[Cl:16][CH2:17][C:18](=[O:20])[CH3:19]>CCOCC.CCCCCC.C(O)(=O)C>[N:6]1[CH:7]=[CH:8][C:3]([C:18]([OH:20])([CH3:19])[CH2:17][Cl:16])=[CH:4][CH:5]=1 |f:0.1,2.3|. Procedure details: A mixture of 4-bromopyridine hydrochloride (3.8 g) and potassium hydroxide (1.1 g) was stirred at room temperature in anhydrous ether (20 cm3) for 0.5 hours. The mixture was then cooled -70°, n-BuLi (12.2 cm3 of a 1.6M solution in hexane) was added, the mixture was stirred for 1 hour and chloroacetone (1.39 g) in ether (10 cm3) was added. Stirring was continued for 1 hour, acetic acid (1.2 g) was added and the mixture was partitioned between sodium carbonate solution and ether. The organic phase... Starting materials: solid, Cl.Cl.Cl.O1CCC=2C(=NC=CC21)N2CCN(CC2)CC[C@@H]2CC[C@H](CC2)N (trans-4-{2-[4-(2,3-dihydrofuro[3,2-c]pyridin-4-yl)-piperazin-1-yl]-ethyl}-cyclohexanamine trihydrochloride), Cl.Cl.Cl.O1CCC=2C(=NC=CC21)N2CCN(CC2)CC[C@@H]2CC[C@H](CC2)N (trans-4-{2-[4-(2,3-dihydrofuro[3,2-c]pyridin-4-yl)-piperazin-1-yl]-ethyl}-cyclohexanamine trihydrochloride), N1(CCOCC1)C1=CC=C(C(=O)O)C=C1 (4-morpholin-4-yl-benzoic acid). Yields the product O1CCC=2C(=NC=CC21)N2CCN(CC2)CC[C@@H]2CC[C@H](CC2)NC(C2=CC=C(C=C2)N2CCOCC2)=O (trans-N-(4-{2-[4-(2,3-Dihydro-furo[3,2-c]pyridin-4-yl)-piperazin-1-yl]-ethyl}-cyclohexyl)-4-morpholin-4-yl-benzamide). Reaction SMILES: Cl.Cl.Cl.[O:4]1[C:12]2[CH:11]=[CH:10][N:9]=[C:8]([N:13]3[CH2:18][CH2:17][N:16]([CH2:19][CH2:20][C@H:21]4[CH2:26][CH2:25][C@H:24]([NH2:27])[CH2:23][CH2:22]4)[CH2:15][CH2:14]3)[C:7]=2[CH2:6][CH2:5]1.[N:28]1([C:34]2[CH:42]=[CH:41][C:37]([C:38](O)=[O:39])=[CH:36][CH:35]=2)[CH2:33][CH2:32][O:31][CH2:30][CH2:29]1>>[O:4]1[C:12]2[CH:11]=[CH:10][N:9]=[C:8]([N:13]3[CH2:18][CH2:17][N:16]([CH2:19][CH2:20][C@H:21]4[CH2:26][CH2:25][C@H:24]([NH:27][C:38](=[O:39])[C:37]5[CH:36]=[CH:35][C:34]([N:28]6[CH2:33][CH2:32][O:31][CH2:30][CH2:29]6)=[CH:42][CH:41]=5)[CH2:23][CH2:22]4)[CH2:15][CH2:14]3)[C:7]=2[CH2:6][CH2:5]1 |f:0.1.2.3|. Procedure details: The title compound, off-white solid (104 mg, 80%), MS (ISP) m/z=520.5 [(M+H)+], mp 228.5° C., was prepared in accordance with the general method of example 32 from trans-4-{2-[4-(2,3-dihydrofuro[3,2-c]pyridin-4-yl)-piperazin-1-yl]-ethyl}-cyclohexanamine trihydrochloride (intermediate C) (110 mg, 0.25 mmol) and 4-morpholin-4-yl-benzoic acid.